describe an organic reaction: reactants, conditions, products, and yield From a dataset of the Open Reaction Database (ORD), a public repository of structured organic reaction records. The reactants are O=C(Cl)C(=O)Cl, ClCCl, O=c1cc(-c2ccccc2OCC2CCCO2)nc[nH]1, CN(C)C=O, C1COCCO1. The product is Clc1cc(-c2ccccc2OCC2CCCO2)ncn1. As a reaction SMILES: [Cl:26][C:27]([C:28]([Cl:29])=[O:30])=[O:31].[Cl:32][CH2:33][Cl:34].[O:1]1[CH:2]([CH2:6][O:7][c:8]2[c:9](-[c:14]3[cH:15][c:16](=[O:20])[nH:17][cH:18][n:19]3)[cH:10][cH:11][cH:12][cH:13]2)[CH2:3][CH2:4][CH2:5]1.[O:21]=[CH:22][N:23]([CH3:24])[CH3:25].[O:35]1[CH2:36][CH2:37][O:38][CH2:39][CH2:40]1>>[O:1]1[CH:2]([CH2:6][O:7][c:8]2[c:9](-[c:14]3[cH:15][c:16]([Cl:26])[n:17][cH:18][n:19]3)[cH:10][cH:11][cH:12][cH:13]2)[CH2:3][CH2:4][CH2:5]1. Starting materials: [Cl-].[Na+] (sodium chloride), [H-].[Na+] (sodium hydride), [N+](=O)([O-])C=1C=C(C=O)C=CC1OC (3-nitro-4-methoxybenzaldehyde), [Br-].COC=1C=C(CP(C2=CC=CC=C2)(C2=CC=CC=C2)C2=CC=CC=C2)C=C(C1OC)OC (3,4,5-trimethoxybenzyltriphenylphosphine bromide). The solvent is C(C)(=O)O (acetic acid), C1=CC=CC=C1 (benzene), C1=CC=CC=C1 (benzene). The product is [N+](=O)([O-])C=1C=C(C=CC1OC)\C=C/C1=CC(=C(C(=C1)OC)OC)OC ((Z)-1-(3-nitro-4-methoxyphenyl)-2-(3,4,5-trimethoxyphenyl) ethene). The yield is 43.3%. As a reaction SMILES: [N+:1]([C:4]1[CH:5]=[C:6]([CH:9]=[CH:10][C:11]=1[O:12][CH3:13])[CH:7]=O)([O-:3])=[O:2].[Br-].[CH3:15][O:16][C:17]1[CH:18]=[C:19]([CH:40]=[C:41]([O:45][CH3:46])[C:42]=1[O:43][CH3:44])[CH2:20]P(C1C=CC=CC=1)(C1C=CC=CC=1)C1C=CC=CC=1.[H-].[Na+].[Cl-].[Na+]>C1C=CC=CC=1.C(O)(=O)C>[N+:1]([C:4]1[CH:5]=[C:6](/[CH:7]=[CH:20]\[C:19]2[CH:40]=[C:41]([O:45][CH3:46])[C:42]([O:43][CH3:44])=[C:17]([O:16][CH3:15])[CH:18]=2)[CH:9]=[CH:10][C:11]=1[O:12][CH3:13])([O-:3])=[O:2] |f:1.2,3.4,5.6|. Procedure: 1.54 g of 3-nitro-4-methoxybenzaldehyde and 4.45 g of 3,4,5-trimethoxybenzyltriphenylphosphine bromide were dissolved in 40 ml of benzene, and a benzene solution containing 408 mg of sodium hydride dispersed therein was added thereto and reacted for 15 hours at room temperature (about 20°-30° C.). The reaction mixture was neutralized with acetic acid, saturated sodium chloride solution was added thereto, and the resulting liquid was extracted with dichloromethane. The extract was dried with anhy... The reactants are S(=O)(Cl)Cl (thionyl chloride), ClC=1C(=C(C(=O)O)C(=CC1)OC)OC (3-chloro-2,6-dimethoxybenzoic acid), NCC1N(CCC1)CC (2-(aminomethyl)-1-ethylpyrrolidine), C1(=CC=CC=C1)C (toluene). Solvent: C(C)C(=O)C (methyl ethyl ketone), CCOCC (ether). Yields the product Cl.C(C)N1C(CCC1)CNC(C1=C(C(=CC=C1OC)Cl)OC)=O (N-Ethyl-2-(3-chloro-2,6-dimethoxybenzamidomethyl)pyrrolidine hydrochloride). Reaction SMILES: S(Cl)([Cl:3])=O.[Cl:5][C:6]1[C:7]([O:17][CH3:18])=[C:8]([C:12]([O:15][CH3:16])=[CH:13][CH:14]=1)[C:9]([OH:11])=O.C1(C)C=CC=CC=1.[NH2:26][CH2:27][CH:28]1[CH2:32][CH2:31][CH2:30][N:29]1[CH2:33][CH3:34]>C(C(C)=O)C.CCOCC>[ClH:3].[CH2:33]([N:29]1[CH2:30][CH2:31][CH2:32][CH:28]1[CH2:27][NH:26][C:9](=[O:11])[C:8]1[C:12]([O:15][CH3:16])=[CH:13][CH:14]=[C:6]([Cl:5])[C:7]=1[O:17][CH3:18])[CH3:34] |f:6.7|. Procedure details: 30 ml of thionyl chloride is added to 17.0 g (0.078 mol) of 3-chloro-2,6-dimethoxybenzoic acid. The mixture is heated on a steam bath for 30 minutes. To the solution is added 50 ml of toluene. The solvent and excess thionyl chloride is evaporated at reduced pressure. The residue is dissolved in 50 ml of dry methyl ethyl ketone. The solution is added dropwise while stirring to 10.0 g (0.078 mol) of 2-(aminomethyl)-1-ethylpyrrolidine in 50 ml of methyl ethyl ketone. After stirring for 30 minutes a... The reactants are C=CCCCCCCCCCC, CO, O, O, Cl[Pd]Cl, [Ti]. Yields the product CCCCCCCCCCC(C)=O. As a reaction SMILES: [CH2:1]=[CH:2][CH2:3][CH2:4][CH2:5][CH2:6][CH2:7][CH2:8][CH2:9][CH2:10][CH2:11][CH3:12].[CH3:15][OH:16].[O:14].[OH2:13].[Pd:17]([Cl:18])[Cl:19].[Ti:20]>>[CH3:1][C:2]([CH2:3][CH2:4][CH2:5][CH2:6][CH2:7][CH2:8][CH2:9][CH2:10][CH2:11][CH3:12])=[O:13]. The reactants are C(#N)[BH3-].[Na+] (sodium cyanoborohydride), C(C)(=O)O (acetic acid), ClC1=NC=C(C(=N1)NC)C=O (2-chloro-4-methylamino-pyrimidine-5-carbaldehyde), NC=1C=C(C=CC1C)NC(C1=CC(=CC=C1)C(F)(F)F)=O (N-(3-amino-4-methyl-phenyl)-3-trifluoromethylbenzamide). Solvent: CO (MeOH), C(Cl)(Cl)Cl (CHCl3). Run at time 2 hour. The product is ClC1=NC=C(C(=N1)NC)CNC=1C=C(C=CC1C)NC(C1=CC(=CC=C1)C(F)(F)F)=O (N-{3-[(2-chloro-4-methylaminopyrimidin-5-ylmethyl)amino]-4-methylphenyl}-3-trifluoromethylbenzamide). The yield is 63.5%. As a reaction SMILES: [Cl:1][C:2]1[N:7]=[C:6]([NH:8][CH3:9])[C:5]([CH:10]=O)=[CH:4][N:3]=1.[NH2:12][C:13]1[CH:14]=[C:15]([NH:20][C:21](=[O:32])[C:22]2[CH:27]=[CH:26][CH:25]=[C:24]([C:28]([F:31])([F:30])[F:29])[CH:23]=2)[CH:16]=[CH:17][C:18]=1[CH3:19].C([BH3-])#N.[Na+].C(O)(=O)C>CO.C(Cl)(Cl)Cl>[Cl:1][C:2]1[N:7]=[C:6]([NH:8][CH3:9])[C:5]([CH2:10][NH:12][C:13]2[CH:14]=[C:15]([NH:20][C:21](=[O:32])[C:22]3[CH:27]=[CH:26][CH:25]=[C:24]([C:28]([F:29])([F:30])[F:31])[CH:23]=3)[CH:16]=[CH:17][C:18]=2[CH3:19])=[CH:4][N:3]=1 |f:2.3|. Procedure: A solution of 2-chloro-4-methylamino-pyrimidine-5-carbaldehyde (1.08 g, 6.3 mmol) and N-(3-amino-4-methyl-phenyl)-3-trifluoromethylbenzamide (2.04 g, 6.9 mmol) in MeOH (70 mL) is stirred for 2 hours at 45° C. and then treated with sodium cyanoborohydride (1.19 g, 18.9 mmol) and acetic acid (1 mL) sequentially. After stirring for 2 hours at room temperature, the reaction mixture is diluted with CHCl3 and washed with saturated NaHCO3. The organic layer is dried over MgSO4 and concentrated under re... Starting materials: CC(=O)[O-], O=C([O-])O, CC(=O)[O-], CCC(CC)(c1ccc(C#CC(OCOC)(C(F)(F)F)C(F)(F)F)c(C)c1)c1ccc(B2OC(C)(C)C(C)(C)O2)c(C)c1, Cc1ccccc1, COC(=O)Cc1ccc(Cl)cc1F, COc1cccc(OC)c1-c1ccccc1P(C1CCCCC1)C1CCCCC1, [K+], [K+], [K+], [Na+], O, O=P([O-])([O-])[O-], [Pd+2]. Product: CCC(CC)(c1ccc(C#CC(OCOC)(C(F)(F)F)C(F)(F)F)c(C)c1)c1ccc(-c2ccc(CC(=O)OC)c(F)c2)c(C)c1. As a reaction SMILES: [C:104]([O-:105])(=[O:106])[CH3:107].[C:94](=[O:95])([OH:96])[O-:97].[C:99]([O-:100])(=[O:101])[CH3:102].[CH2:51]([CH3:52])[C:53]([CH2:54][CH3:55])([c:56]1[cH:57][c:58]([CH3:77])[c:59]([C:62]#[C:63][C:64]([C:65]([F:66])([F:67])[F:68])([C:69]([F:70])([F:71])[F:72])[O:73][CH2:74][O:75][CH3:76])[cH:60][cH:61]1)[c:78]1[cH:79][c:80]([CH3:93])[c:81]([B:84]2[O:85][C:86]([CH3:87])([CH3:88])[C:89]([CH3:90])([CH3:91])[O:92]2)[cH:82][cH:83]1.[CH3:109][c:110]1[cH:111][cH:112][cH:113][cH:114][cH:115]1.[CH3:1][O:2][C:3]([CH2:4][c:5]1[c:6]([F:12])[cH:7][c:8]([Cl:11])[cH:9][cH:10]1)=[O:13].[CH:14]1([P:15]([CH:16]2[CH2:17][CH2:18][CH2:19][CH2:20][CH2:21]2)[c:22]2[cH:23][cH:24][cH:25][cH:26][c:27]2-[c:28]2[c:29]([O:30][CH3:31])[cH:32][cH:33][cH:34][c:35]2[O:36][CH3:37])[CH2:38][CH2:39][CH2:40][CH2:41][CH2:42]1.[K+:48].[K+:49].[K+:50].[Na+:98].[OH2:108].[P:43]([O-:44])([O-:45])([O-:46])=[O:47].[Pd+2:103]>>[CH3:1][O:2][C:3]([CH2:4][c:5]1[c:6]([F:12])[cH:7][c:8](-[c:81]2[c:80]([CH3:93])[cH:79][c:78]([C:53]([CH2:51][CH3:52])([CH2:54][CH3:55])[c:56]3[cH:57][c:58]([CH3:77])[c:59]([C:62]#[C:63][C:64]([C:65]([F:66])([F:67])[F:68])([C:69]([F:70])([F:71])[F:72])[O:73][CH2:74][O:75][CH3:76])[cH:60][cH:61]3)[cH:83][cH:82]2)[cH:9][cH:10]1)=[O:13]. Starting materials: BrC=1C=C(C=CC1)C1=NC(=CC(=N1)C)C1=CC(=C(C=C1)C(F)(F)F)C (2-(3-bromo-phenyl)-4-methyl-6-(3-methyl-4-trifluoromethyl-phenyl)-pyrimidine), NC1=NC=C(C=C1)B1OC(C(O1)(C)C)(C)C (2-amino-5-(4,4,5,5-tetramethyl-1,3,2-dioxaborolan-2-yl)pyridine). Yields the product CC1=NC(=NC(=C1)C1=CC(=C(C=C1)C(F)(F)F)C)C=1C=C(C=CC1)C=1C=CC(=NC1)N (5-{3-[4-Methyl-6-(3-methyl-4-trifluoromethyl-phenyl)-pyrimidin-2-yl]-phenyl}-pyridin-2-ylamine), solid. Isolated yield 22.0%. As a reaction SMILES: Br[C:2]1[CH:3]=[C:4]([C:8]2[N:13]=[C:12]([CH3:14])[CH:11]=[C:10]([C:15]3[CH:20]=[CH:19][C:18]([C:21]([F:24])([F:23])[F:22])=[C:17]([CH3:25])[CH:16]=3)[N:9]=2)[CH:5]=[CH:6][CH:7]=1.[NH2:26][C:27]1[CH:32]=[CH:31][C:30](B2OC(C)(C)C(C)(C)O2)=[CH:29][N:28]=1>>[CH3:14][C:12]1[CH:11]=[C:10]([C:15]2[CH:20]=[CH:19][C:18]([C:21]([F:24])([F:23])[F:22])=[C:17]([CH3:25])[CH:16]=2)[N:9]=[C:8]([C:4]2[CH:3]=[C:2]([C:30]3[CH:31]=[CH:32][C:27]([NH2:26])=[N:28][CH:29]=3)[CH:7]=[CH:6][CH:5]=2)[N:13]=1. Reported procedure: The title compound was prepared from 2-(3-bromo-phenyl)-4-methyl-6-(3-methyl-4-trifluoromethyl-phenyl)-pyrimidine (example E.53) (0.11 g, 0.3 mmol) and commercially available 2-amino-5-(4,4,5,5-tetramethyl-1,3,2-dioxaborolan-2-yl)pyridine (0.087 g, 0.4 mmol) according to the general procedure VI. Obtained as a light brown solid (0.028 g, 22%). MS (ISP) 421.1 [(M+H)+]; mp 153° C. The reactants are CCCC(=O)OCC1CN(C(=O)OC(C)(C)C)C(C(O)C(Cc2cc(F)cc(F)c2)NC(C)=O)CO1, C1COCCO1, Cl. Yields the product Cl, CCCC(=O)OCC1CNC(C(O)C(Cc2cc(F)cc(F)c2)NC(C)=O)CO1. RXN SMILES: [C:1]([O:2][C:3](=[O:4])[N:8]1[CH2:9][CH:10]([CH2:30][O:31][C:32]([CH2:33][CH2:34][CH3:35])=[O:36])[O:11][CH2:12][CH:13]1[CH:14]([CH:15]([CH2:16][c:17]1[cH:18][c:19]([F:24])[cH:20][c:21]([F:23])[cH:22]1)[NH:25][C:26]([CH3:27])=[O:28])[OH:29])([CH3:5])([CH3:6])[CH3:7].[CH2:38]1[O:39][CH2:40][CH2:41][O:42][CH2:43]1.[ClH:37]>>[ClH:37].[NH:8]1[CH2:9][CH:10]([CH2:30][O:31][C:32]([CH2:33][CH2:34][CH3:35])=[O:36])[O:11][CH2:12][CH:13]1[CH:14]([CH:15]([CH2:16][c:17]1[cH:18][c:19]([F:24])[cH:20][c:21]([F:23])[cH:22]1)[NH:25][C:26]([CH3:27])=[O:28])[OH:29]. Reactants: O1NC=CC2=C1C=CC(=C2)C(=O)O (benzoxazine-6-carboxylic acid), C(C)(=O)NCC=1C=C2CN(CC2=CC1)C=1C(=CC2=C3N(C(COC31)C)C=C(C2=O)C(=O)O)F (10-(5-acetamidomethyl-2-isoindolinyl)-9-fluoro-2,3-dihydro-3-methyl-7-oxo-7H-pyrido[1,2,3-de][1,4]-benzoxazine-6carboxylic acid), Cl (HCl), O (water). Run in C(C)O (ethanol). Yields the product NCC=1C=C2CN(CC2=CC1)C=1C(=CC2=C3N(C(COC31)C)C=C(C2=O)C(=O)O)F (10-(5-aminomethyl-2-isoindolinyl)-9-fluoro-2,3-dihydro-3-methyl-7-oxo-7H-pyrido [1,2,3-de][1,4]-benzoxazine-6-carboxylic acid). As a reaction SMILES: C([NH:4][CH2:5][C:6]1[CH:7]=[C:8]2[C:12](=[CH:13][CH:14]=1)[CH2:11][N:10]([C:15]1[C:16]([F:33])=[CH:17][C:18]3[C:28](=[O:29])[C:27]([C:30]([OH:32])=[O:31])=[CH:26][N:20]4[CH:21]([CH3:25])[CH2:22][O:23][C:24]=1[C:19]=34)[CH2:9]2)(=O)C.Cl.O.O1C2C=CC(C(O)=O)=CC=2C=CN1>C(O)C>[NH2:4][CH2:5][C:6]1[CH:7]=[C:8]2[C:12](=[CH:13][CH:14]=1)[CH2:11][N:10]([C:15]1[C:16]([F:33])=[CH:17][C:18]3[C:28](=[O:29])[C:27]([C:30]([OH:32])=[O:31])=[CH:26][N:20]4[CH:21]([CH3:25])[CH2:22][O:23][C:24]=1[C:19]=34)[CH2:9]2. Reported procedure: 315 mg of 10-(5-acetamidomethyl-2-isoindolinyl)-9-fluoro-2,3-dihydro-3-methyl-7-oxo-7H-pyrido[1,2,3-de][1,4]-benzoxazine-6carboxylic acid was added to a mixed solution of 12 ml of concentrated HCl, 2.5 ml of water, and 5 ml of ethanol, and the mixture was heated under reflux for 15 hours. After the mixture was concentrated under reduced pressure, the residue was recrystallized from ethanol to obtain 170 mg of 10-(5-aminomethyl-2-isoindolinyl)-9-fluoro-2,3-dihydro-3-methyl-7-oxo-7H-pyrido[1,2,3-d... The reactants are S(O)(O)(=O)=O (sulfuric acid), manganous sulfate, COC1=CC=C(C=C1)C (p-methoxytoluene). The solvent is O (water). Reaction conditions: time 3.5 hour. Product: COC=1C=CC(=CC1)C=O (anisaldehyde). Yield: 47.1%. RXN SMILES: S(=O)(=O)(O)[OH:2].[CH3:6][O:7][C:8]1[CH:13]=[CH:12][C:11]([CH3:14])=[CH:10][CH:9]=1>O>[CH3:6][O:7][C:8]1[CH:13]=[CH:12][C:11]([CH:14]=[O:2])=[CH:10][CH:9]=1. Procedure details: In this example an undivided cell was used, said cell being provided with a platinum anode and a lead cathode. A solution of 250 grams of water, 10 grams of sulfuric acid and 50 grams of manganous sulfate was placed in the cell and 50 grams of p-methoxytoluene slowly added thereto. The electrical energy which was used consisted of an E applied voltage of 5.5 volts along with about 4.0 amps while maintaining the current density at a rate of about 80 milliamps/cm2. The reaction was effected for a ...